Dataset: the Open Reaction Database (ORD), a public repository of structured organic reaction records. Task: describe an organic reaction: reactants, conditions, products, and yield Starting materials: (+)-(4aR)-(10bR)-4-methyl-10b-methyl-1,2,3,4,4a,5,6,10b-octahydrobenzo[f]quinolin-3-one 8-boronic acid, BrC=1C=C2C=CC=NC2=CC1 (6-bromoquinoline), C([O-])([O-])=O.[Na+].[Na+] (sodium carbonate), C1CCOC1 (THF). Reagents/catalysts: [Pd].C1(=CC=CC=C1)P(C1=CC=CC=C1)C1=CC=CC=C1.C1(=CC=CC=C1)P(C1=CC=CC=C1)C1=CC=CC=C1.C1(=CC=CC=C1)P(C1=CC=CC=C1)C1=CC=CC=C1.C1(=CC=CC=C1)P(C1=CC=CC=C1)C1=CC=CC=C1 (tetrakis (triphenylphosphine) palladium (0)). Run in C(C)(=O)OCC (ethyl acetate). Yields the product CN1C(CC[C@@]2(C3=C(CC[C@@H]12)C=C(C=C3)C=3C=C1C=CC=NC1=CC3)C)=O ((+)-(4aR)-(10bR)-4-methyl-8-(6-quinolinyl)-10b-methyl-1,2,3,4,4a,5,6,10b-octahydrobenzo[f]quinolin-3-one). Isolated yield 46.0%. Reaction SMILES: Br[C:2]1[CH:3]=[C:4]2[C:9](=[CH:10][CH:11]=1)[N:8]=[CH:7][CH:6]=[CH:5]2.[C:12](=[O:15])([O-])[O-].[Na+].[Na+].[CH2:18]1[CH2:22]O[CH2:20][CH2:19]1>C(OCC)(=O)C.[Pd].C1(P(C2C=CC=CC=2)C2C=CC=CC=2)C=CC=CC=1.C1(P(C2C=CC=CC=2)C2C=CC=CC=2)C=CC=CC=1.C1(P(C2C=CC=CC=2)C2C=CC=CC=2)C=CC=CC=1.C1(P(C2C=CC=CC=2)C2C=CC=CC=2)C=CC=CC=1>[CH3:9][N:8]1[C@H:7]2[C@@:18]([CH3:22])([C:18]3[CH:22]=[CH:3][C:2]([C:2]4[CH:3]=[C:4]5[C:9](=[CH:10][CH:11]=4)[N:8]=[CH:7][CH:6]=[CH:5]5)=[CH:11][C:19]=3[CH2:20][CH2:6]2)[CH2:19][CH2:20][C:12]1=[O:15] |f:1.2.3,6.7.8.9.10|. Procedure: A 15 mL round bottom flask was charged with (+)-(4aR)-(10bR)-4-methyl-10b-methyl-1,2,3,4,4a,5,6,10b-octahydrobenzo[f]quinolin-3-one-8-boronic acid (178 mg, 0.65 mmol), tetrakis (triphenylphosphine) palladium (0) (23 mg, 0.02 mmol), 6-bromoquinoline (135 mg, 0.65 mmol), 0.65 mL of 2M sodium carbonate and 2 mL of THF, fitted with a reflux condenser, and the stirred mixture was heated at 80°, under nitrogen, for 24 h. The mixture was cooled, diluted with ethyl acetate (75 mL) and washed with brine ...